This data is from the Open Reaction Database (ORD), a public repository of structured organic reaction records. The task is: describe an organic reaction: reactants, conditions, products, and yield As a reaction SMILES: [C:1]([Si:2]([c:3]1[cH:4][cH:5][cH:27][cH:28][cH:29]1)([O:6][CH2:7][CH:8]1[CH:9]([CH2:22][O:23][C:24]([CH3:25])=[O:26])[CH2:10][CH:11]([n:13]2[c:14](=[O:15])[nH:16][c:17](=[O:18])[c:19]([CH3:20])[cH:21]2)[O:12]1)[c:30]1[cH:31][cH:32][cH:33][cH:34][cH:35]1)([CH3:36])([CH3:37])[CH3:38].[CH2:57]1[O:58][CH2:59][CH2:60][CH2:61]1.[CH3:40][CH2:41][CH2:42][CH2:43][N+:44]([CH2:45][CH2:46][CH2:47][CH3:48])([CH2:49][CH2:50][CH2:51][CH3:52])[CH2:53][CH2:54][CH2:55][CH3:56].[CH3:62][CH2:63][O:64][C:65]([CH3:66])=[O:67].[F-:39]>>[OH:6][CH2:7][CH:8]1[CH:9]([CH2:22][O:23][C:24]([CH3:25])=[O:26])[CH2:10][CH:11]([n:13]2[c:14](=[O:15])[nH:16][c:17](=[O:18])[c:19]([CH3:20])[cH:21]2)[O:12]1. The reactants are CC(=O)OCC1CC(n2cc(C)c(=O)[nH]c2=O)OC1CO[Si](c1ccccc1)(c1ccccc1)C(C)(C)C, C1CCOC1, CCCC[N+](CCCC)(CCCC)CCCC, CCOC(C)=O, [F-]. The product is CC(=O)OCC1CC(n2cc(C)c(=O)[nH]c2=O)OC1CO. Reactants: [BH4-].[Na+] (sodium borohydride), CCOC(=O)C (EtOAc), NC1=C(C=C(C=C1)[N+](=O)[O-])O (2-amino-5-nitrophenol), FC(C(=O)O)(F)F (trifluoroacetic acid), C([O-])([O-])=O.[K+].[K+] (potassium carbonate). Run in hexanes, O (water). Conditions: time 12 hour. Product: FC(CNC1=C(C=C(C=C1)[N+](=O)[O-])O)(F)F (2-(2,2,2-trifluoroethyl)amino-5-nitrophenol). Yield: 83.0%. RXN SMILES: [NH2:1][C:2]1[CH:7]=[CH:6][C:5]([N+:8]([O-:10])=[O:9])=[CH:4][C:3]=1[OH:11].[BH4-].[Na+].C(=O)([O-])[O-].[K+].[K+].CCOC(C)=O.[F:26][C:27]([F:32])([F:31])[C:28](O)=O>O>[F:26][C:27]([F:32])([F:31])[CH2:28][NH:1][C:2]1[CH:7]=[CH:6][C:5]([N+:8]([O-:10])=[O:9])=[CH:4][C:3]=1[OH:11] |f:1.2,3.4.5|. Procedure: To a solution of 2-amino-5-nitrophenol (250 mg, 1.62 mmol) in 3 mL of trifluoroacetic acid stirred at 0° C., was added sodium borohydride (pellets, 375 mg, 9.91 mmol). The orange solution was allowed to slowly warm to rt and stirred for 12 h. The solution was diluted with 50 mL of water and cooled to 0° C. Solid potassium carbonate was then slowly added until the pH reached 7.The solution was extracted with ethyl acetate (2×100 mL) and the combined organic layers were washed with brine (25 mL), ... The reactants are C(#N)C(CCCO[Si](C)(C)C(C)(C)C)C(C)(C1=CC2=CC=CC=C2C=C1)C (4-cyano-5-methyl-5-(2-naphthyl)hexanoxy-tert-butyldimethylsilane), raw material, crude product, [Cl-].[Na+].O (brine), [F-].[NH4+].[NH4+].[NH4+].[NH4+].[F-].[F-].[F-] (tetraammonium fluoride). The solvent is O1CCCC1 (tetrahydrofuran). Yields the product C(#N)C(CCCO)(C(C)C)C1=CC2=CC=CC=C2C=C1 (4-cyano-5-methyl-4-(2-naphthyl) Hexanol). As a reaction SMILES: C(C(C(C)([C:17]1[CH:26]=[CH:25][C:24]2[C:19](=[CH:20][CH:21]=[CH:22][CH:23]=2)[CH:18]=1)C)CCCO[Si](C(C)(C)C)(C)C)#N.[F-].[NH4+:29].[NH4+].[NH4+].[NH4+].[F-].[F-].[F-].[Cl-].[Na+].[OH2:38]>O1CCCC1>[C:20]([C:19]([C:17]1[CH:26]=[CH:25][C:24]2[C:19](=[CH:20][CH:21]=[CH:22][CH:23]=2)[CH:18]=1)([CH:24]([CH3:25])[CH3:23])[CH2:18][CH2:17][CH2:26][OH:38])#[N:29] |f:1.2.3.4.5.6.7.8,9.10.11|. Reported procedure: 1.00 g (4.78 mmol) of 3-methyl-2-(2-naphthyl)butyronitrile was dissolved in 20 ml of dimethylformamide, 191 mg (4.78 mmol, 60% by weight) of sodium hydride was added thereto, and the mixture was heated. After 30 minutes; it was cooled to a room temperature, 0.93 ml (4.00 mmol) of (3-bromopropoxy)-tert-butyldimethylsilane was added thereto. After completion of the reaction, brine was added thereto, and the mixture was extracted with ethyl acetate. The organic layer was washed with brine, dried ov... The reactants are C(C)(=O)OCC (ethyl acetate), C(C)(C)(C)OC(=O)NC(C(=O)O)CC1CCCCC1 (2-tert-butoxycarbonylamino-3-cyclohexyl-propionic acid), C([O-])([O-])=O.[K+].[K+] (potassium carbonate), CI (methyl iodide). Run in CN(C=O)C (N,N-dimethylformamide). Conditions: time 8 hour. Yields the product COC(C(CC1CCCCC1)NC(=O)OC(C)(C)C)=O (2-tert-butoxycarbonylamino-3-cyclohexyl-propionic acid methyl ester). The yield is 97.9%. Reaction SMILES: [C:1]([O:5][C:6]([NH:8][CH:9]([CH2:13][CH:14]1[CH2:19][CH2:18][CH2:17][CH2:16][CH2:15]1)[C:10]([OH:12])=[O:11])=[O:7])([CH3:4])([CH3:3])[CH3:2].[C:20](=O)([O-])[O-].[K+].[K+].CI.C(OCC)(=O)C>CN(C)C=O>[CH3:20][O:11][C:10](=[O:12])[CH:9]([NH:8][C:6]([O:5][C:1]([CH3:4])([CH3:2])[CH3:3])=[O:7])[CH2:13][CH:14]1[CH2:15][CH2:16][CH2:17][CH2:18][CH2:19]1 |f:1.2.3|. Procedure details: To a solution of 2-tert-butoxycarbonylamino-3-cyclohexyl-propionic acid (3.0 g, 11.1 mmol) and potassium carbonate (1.5 g, 11.1 mmol) in N,N-dimethylformamide (20 mL) was added methyl iodide (0.795 μL; 12.1 mmol). The reaction mixture was stirred at room temperature overnight. To the reaction mixture was added ethyl acetate (100 mL) and the solution was washed with water (3×100 mL). The organic layer was dried over anhydrous sodium sulfate, filtered, and concentrated to give the title intermedia...